From a dataset of the Open Reaction Database (ORD), a public repository of structured organic reaction records. describe an organic reaction: reactants, conditions, products, and yield Reactants: OC1=C(C=C(C=C1)O)C(=O)C1=CC=C(C=C1)O ((2,5-dihydroxyphenyl)(4-hydroxyphenyl)methanone), IC (iodomethane), C([O-])([O-])=O.[K+].[K+] (potassium carbonate), CC(=O)C (acetone). Run in O (water). Reaction conditions: time 6 hour. Product: OC1=C(C=C(C=C1)OC)C(=O)C1=CC=C(C=C1)OC ((2-Hydroxy-5-methoxyphenyl)(4-methoxyphenyl)methanone). Yield: 60.0%. Reaction SMILES: [OH:1][C:2]1[CH:7]=[CH:6][C:5]([OH:8])=[CH:4][C:3]=1[C:9]([C:11]1[CH:16]=[CH:15][C:14](O)=[CH:13][CH:12]=1)=[O:10].IC.[C:20](=[O:23])([O-])[O-].[K+].[K+].[CH3:26]C(C)=O>O>[OH:1][C:2]1[CH:7]=[CH:6][C:5]([O:8][CH3:26])=[CH:4][C:3]=1[C:9]([C:11]1[CH:16]=[CH:15][C:14]([O:23][CH3:20])=[CH:13][CH:12]=1)=[O:10] |f:2.3.4|. Reported procedure: A mixture of (2,5-dihydroxyphenyl)(4-hydroxyphenyl)methanone (1.8 g, 7.8 mmol), iodomethane (2.3 g, 16.4 mmol), potassium carbonate (5.4 g, 39 mmol) and acetone (25 mL) was heated to reflux. After 6 h, the reaction was cooled, poured into water and extracted with EtOAc. The organic layer was dried over MgSO4, concentrated and the crude product was purified by column chromatography (eluent 10% EtOAc/hexanes) to give a yellow solid (1.2 g, 60% yield, mp 70-72° C.); 1H NMR(DMSO-d8) 11.4 (s, 1H), 7.... Starting materials: IC1=C2N(C=3C=CC(=CC13)OCC1=CC(=C(C=C1)OC(C)C)C(F)(F)F)CCC2CC(=O)OC(C)(C)C (tert-butyl 2-(9-iodo-7-(4-isopropoxy-3-(trifluoromethyl)benzyloxy)-2,3-dihydro-1H-pyrrolo[1,2-a]indol-1-yl)acetate), solution, C[Zn]C (dimethylzinc), bis(tri-t-butylphosphine)Pd(0). Run in C1CCOC1 (THF). Conditions: time 8 hour. The product is C(C)(C)OC1=C(C=C(COC2=CC=3C(=C4N(C3C=C2)CCC4CC(=O)OC(C)(C)C)C)C=C1)C(F)(F)F (tert-Butyl 2-(7-(4-Isopropoxy-3-(trifluoromethyl)benzyloxy)-9-methyl-2,3-dihydro-1H-pyrrolo[1,2-a]indol-1-yl)acetate). Isolated yield 57.2%. Reaction SMILES: I[C:2]1[C:10]2[CH:9]=[C:8]([O:11][CH2:12][C:13]3[CH:18]=[CH:17][C:16]([O:19][CH:20]([CH3:22])[CH3:21])=[C:15]([C:23]([F:26])([F:25])[F:24])[CH:14]=3)[CH:7]=[CH:6][C:5]=2[N:4]2[CH2:27][CH2:28][CH:29]([CH2:30][C:31]([O:33][C:34]([CH3:37])([CH3:36])[CH3:35])=[O:32])[C:3]=12.[CH3:38][Zn]C>C1COCC1>[CH:20]([O:19][C:16]1[CH:17]=[CH:18][C:13]([CH2:12][O:11][C:8]2[CH:7]=[CH:6][C:5]3[N:4]4[CH2:27][CH2:28][CH:29]([CH2:30][C:31]([O:33][C:34]([CH3:35])([CH3:36])[CH3:37])=[O:32])[C:3]4=[C:2]([CH3:38])[C:10]=3[CH:9]=2)=[CH:14][C:15]=1[C:23]([F:26])([F:24])[F:25])([CH3:21])[CH3:22]. Procedure details: To a solution of tert-butyl 2-(9-iodo-7-(4-isopropoxy-3-(trifluoromethyl)benzyloxy)-2,3-dihydro-1H-pyrrolo[1,2-a]indol-1-yl)acetate (0.778 g, 1.236 mmol) in THF (12.3 mL) under nitrogen was added 2 M solution of dimethylzinc (1.854 mL, 3.71 mmol), followed by bis(tri-t-butylphosphine)Pd(0) (0.057 g, 0.111 mmol). The reaction was stirred overnight, slowly quenched with saturated NaHCO3, diluted with EtOAc, and filtered through Celite®. The organics were washed with water (twice), brine, dried ove... Starting materials: C[O-].[Na+] (Sodium methylate), solution, ClC1=NC=NC(=C1CC(=O)OC)Cl (methyl 4,6-dichloro-pyrimidin-5-yl-acetate). Solvent: CO (methanol), COCCOC (1,2-dimethoxyethane). Run at time 30 minute. Product: ClC1=NC=NC(=C1CC(=O)OC)OC (methyl 4-chloro-6-methoxy-pyrimidin-5-yl-acetate). As a reaction SMILES: [CH3:1][O-:2].[Na+].[Cl:4][C:5]1[C:10]([CH2:11][C:12]([O:14][CH3:15])=[O:13])=[C:9](Cl)[N:8]=[CH:7][N:6]=1>CO.COCCOC>[Cl:4][C:5]1[C:10]([CH2:11][C:12]([O:14][CH3:15])=[O:13])=[C:9]([O:2][CH3:1])[N:8]=[CH:7][N:6]=1 |f:0.1|. Procedure details: Sodium methylate in methanol (112 ml of a 5.4 molar solution) is added at room temperature to a solution of methyl 4,6-dichloro-pyrimidin-5-yl-acetate (120 g, 0.54 mol) in 1,2-dimethoxyethane (200 ml) with cooling. The reaction mixture is stirred for 30 minutes and poured on crushed ice. The precipitated crystals are filtered and dried to give the methyl 4-chloro-6-methoxy-pyrimidin-5-yl-acetate (106 g), m.p. 64° C. Procedure: Benzyl 2-{3-{3-[2-((2S,5R)-2-tert-butoxycarbonyl-5-phenyl-1-pyrrolidinyl)-2-oxoethyl]ureido}phenyl}propionate (B form) may be obtained in a fashion similar to that described in Example 2, but starting from 0.79 g of tert-butyl (2S,5R)-1-(2-aminoacetyl)-5-phenylprolinate and 0.8 g of benzyl 2-(3-isocyanato-phenyl)propionate (B form) in 40 cm3 of tetrahydrofuran. After treatment, 0.9 g of benzyl 2-{3-{3-[2-((2S,5R)-2-tert-butoxycarbonyl-5-phenyl-1-pyrrolidinyl)-2-oxoethyl]ureido}phenyl}propionate,... Starting materials: NCC(=O)N1[C@H](C(=O)OC(C)(C)C)CC[C@@H]1C1=CC=CC=C1 (tert-butyl (2S,5R)-1-(2-aminoacetyl)-5-phenylprolinate), N(=C=O)C=1C=C(C=CC1)C(C(=O)OCC1=CC=CC=C1)C (benzyl 2-(3-isocyanato-phenyl)propionate). The yield is 59.2%. Product: C(C)(C)(C)OC(=O)[C@H]1N([C@H](CC1)C1=CC=CC=C1)C(CNC(NC=1C=C(C=CC1)C(C(=O)OCC1=CC=CC=C1)C)=O)=O (benzyl 2-{3-{3-[2-((2S,5R)-2-tert-butoxycarbonyl-5-phenyl-1-pyrrolidinyl)-2-oxoethyl]ureido}phenyl}propionate). Reaction SMILES: [NH2:1][CH2:2][C:3]([N:5]1[C@@H:16]([C:17]2[CH:22]=[CH:21][CH:20]=[CH:19][CH:18]=2)[CH2:15][CH2:14][C@H:6]1[C:7]([O:9][C:10]([CH3:13])([CH3:12])[CH3:11])=[O:8])=[O:4].[N:23]([C:26]1[CH:27]=[C:28]([CH:32]([CH3:43])[C:33]([O:35][CH2:36][C:37]2[CH:42]=[CH:41][CH:40]=[CH:39][CH:38]=2)=[O:34])[CH:29]=[CH:30][CH:31]=1)=[C:24]=[O:25]>O1CCCC1>[C:10]([O:9][C:7]([C@@H:6]1[CH2:14][CH2:15][C@H:16]([C:17]2[CH:18]=[CH:19][CH:20]=[CH:21][CH:22]=2)[N:5]1[C:3](=[O:4])[CH2:2][NH:1][C:24](=[O:25])[NH:23][C:26]1[CH:27]=[C:28]([CH:32]([CH3:43])[C:33]([O:35][CH2:36][C:37]2[CH:38]=[CH:39][CH:40]=[CH:41][CH:42]=2)=[O:34])[CH:29]=[CH:30][CH:31]=1)=[O:8])([CH3:13])([CH3:12])[CH3:11]. Run in O1CCCC1 (tetrahydrofuran).